Dataset: the Open Reaction Database (ORD), a public repository of structured organic reaction records. Task: describe an organic reaction: reactants, conditions, products, and yield Procedure details: The compound was prepared from [4-amino-2-[1-(3-chloro-propane-1-sulfonyl)-piperidin-4-ylamino]-pyrimidin-5-yl]-(2,3-difluoro-6-methoxy-phenyl)-methanone (Example 226) and (S)-2-amino-1-butanol (Aldrich) in an analogous manner as described in Example 227. HR-MS (ES, m/z) calculated for C24H35N6O5SF2 [(M+H)+] 557.2352, observed 557.2356. As a reaction SMILES: [NH2:1][C:2]1[C:7]([C:8]([C:10]2[C:15]([O:16][CH3:17])=[CH:14][CH:13]=[C:12]([F:18])[C:11]=2[F:19])=[O:9])=[CH:6][N:5]=[C:4]([NH:20][CH:21]2[CH2:26][CH2:25][N:24]([S:27]([CH2:30][CH2:31][CH2:32]Cl)(=[O:29])=[O:28])[CH2:23][CH2:22]2)[N:3]=1.[NH2:34][C@@H:35]([CH2:38][CH3:39])[CH2:36][OH:37]>>[NH2:1][C:2]1[C:7]([C:8]([C:10]2[C:15]([O:16][CH3:17])=[CH:14][CH:13]=[C:12]([F:18])[C:11]=2[F:19])=[O:9])=[CH:6][N:5]=[C:4]([NH:20][CH:21]2[CH2:26][CH2:25][N:24]([S:27]([CH2:30][CH2:31][CH2:32][NH:34][C@H:35]([CH2:36][OH:37])[CH2:38][CH3:39])(=[O:29])=[O:28])[CH2:23][CH2:22]2)[N:3]=1. Reactants: NC1=NC(=NC=C1C(=O)C1=C(C(=CC=C1OC)F)F)NC1CCN(CC1)S(=O)(=O)CCCCl ([4-Amino-2-[1-(3-chloro-propane-1-sulfonyl)-piperidin-4-ylamino]-pyrimidin-5-yl]-(2,3-difluoro-6-methoxy-phenyl)-methanone), N[C@H](CO)CC ((S)-2-amino-1-butanol). The product is NC1=NC(=NC=C1C(=O)C1=C(C(=CC=C1OC)F)F)NC1CCN(CC1)S(=O)(=O)CCCN[C@@H](CC)CO ((4-Amino-2-[1-[3-((S)-1-hydroxymethyl-propylamino)-propane-1-sulfonyl]-piperidin-4-ylamino]-pyrimidin-5-yl)-(2,3-difluoro-6-methoxy-phenyl)-methanone). Reactants: C(C)C1=NN(C2=CC=CC(=C12)NC(=O)C1=CN=C2N1C=CC=C2)CC2=CC=CC(=N2)O[C@H]2[C@@H](CN(CC2)C(=O)OC(C)(C)C)F ((3R,4R)-tert-butyl 4-(6-((3-ethyl-4-(imidazo[1,2-a]pyridine-3-carboxamido)-1H-indazol-1-yl)methyl)pyridin-2-yloxy)-3-fluoropiperidine-1-carboxylate), C(=O)(C(F)(F)F)O (TFA), C(Cl)Cl (DCM), C(C)C1=NN(C2=CC=CC(=C12)NC(=O)C1=CN=C2N1C=CC=C2)CC2=NC(=CC=C2)O[C@H]2[C@@H](CNCC2)F (N-(3-ethyl-1-((6-((3R,4R)-3-fluoropiperidin-4-yloxy)pyridin-2-yl)methyl)-1H-indazol-4-yl)imidazo[1,2-a]pyridine-3-carboxamide). Run at time 1 hour. Yields the product C(Cl)Cl.CO.[NH4+].[OH-] (DCM MeOH NH4OH), C(C)C1=NN(C2=CC=CC(=C12)NC(=O)C1=CN=C2N1C=CC=C2)CC2=NC(=CC=C2)O[C@H]2[C@@H](CNCC2)F (N-(3-ethyl-1-((6-((3R,4R)-3-fluoropiperidin-4-yloxy)pyridin-2-yl)methyl)-1H-indazol-4-yl)imidazo[1,2-a]pyridine-3-carboxamide). Reaction SMILES: C(C1C2C(=CC=CC=2N[C:13](C2N3C=CC=CC3=NC=2)=[O:14])N(CC2C=CC=C(O[C@@H]3CCNC[C@H]3F)N=2)[N:4]=1)C.[CH2:39]([C:41]1[C:49]2[C:44](=[CH:45][CH:46]=[CH:47][C:48]=2[NH:50][C:51]([C:53]2[N:57]3[CH:58]=[CH:59][CH:60]=[CH:61][C:56]3=[N:55][CH:54]=2)=[O:52])[N:43]([CH2:62][C:63]2[N:68]=[C:67]([O:69][C@@H:70]3[CH2:75][CH2:74][N:73](C(OC(C)(C)C)=O)[CH2:72][C@H:71]3[F:83])[CH:66]=[CH:65][CH:64]=2)[N:42]=1)[CH3:40].C(O)(C(F)(F)F)=O.[CH2:91]([Cl:93])[Cl:92]>>[CH2:91]([Cl:93])[Cl:92].[CH3:13][OH:14].[NH4+:4].[OH-:52].[CH2:39]([C:41]1[C:49]2[C:44](=[CH:45][CH:46]=[CH:47][C:48]=2[NH:50][C:51]([C:53]2[N:57]3[CH:58]=[CH:59][CH:60]=[CH:61][C:56]3=[N:55][CH:54]=2)=[O:52])[N:43]([CH2:62][C:63]2[CH:64]=[CH:65][CH:66]=[C:67]([O:69][C@@H:70]3[CH2:75][CH2:74][NH:73][CH2:72][C@H:71]3[F:83])[N:68]=2)[N:42]=1)[CH3:40] |f:4.5.6.7|. Procedure: Preparation of (N-(3-ethyl-1-((6-((3R,4R)-3-fluoropiperidin-4-yloxy)pyridin-2-yl)methyl)-1H-indazol-4-yl)imidazo[1,2-a]pyridine-3-carboxamide: To (3R,4R)-tert-butyl 4-(6-((3-ethyl-4-(imidazo[1,2-a]pyridine-3-carboxamido)-1H-indazol-1-yl)methyl)pyridin-2-yloxy)-3-fluoropiperidine-1-carboxylate (12 mg, 0.02 mmol) in DCM (1 mL) was added TFA (1 mL). The reaction was stirred for one hour and concentrated. Silica gel chromatography (DCM/MeOH/NH4OH 10:1:0.1) provided the desired product (7 mg). MS (ES... The reactants are O=C1CCCCCC1, CC(C)(C)[O-], CC(C)(C)O, C[S+](C)CCCl, [I-], [K+], O. The product is O=C1CCCCCC12CC2. RXN SMILES: [C:7]1(=[O:14])[CH2:8][CH2:9][CH2:10][CH2:11][CH2:12][CH2:13]1.[CH3:1][C:2]([CH3:3])([O-:4])[CH3:5].[CH3:23][C:24]([OH:25])([CH3:26])[CH3:27].[Cl:16][CH2:17][CH2:18][S+:19]([CH3:20])[CH3:21].[I-:15].[K+:6].[OH2:22]>>[CH2:1]1[CH2:2][C:8]12[C:7](=[O:14])[CH2:13][CH2:12][CH2:11][CH2:10][CH2:9]2. Reactants: COc1cc2[nH]c(=O)n(C3CCN(C(=O)OC(C)(C)C)CC3)c2cc1C, Cc1cc2c(cc1F)[nH]c(=O)n2C1CCNCC1. Yields the product COc1cc2[nH]c(=O)n(C3CCNCC3)c2cc1C. Reaction SMILES: [CH3:1][c:2]1[c:3]([O:25][CH3:26])[cH:4][c:5]2[c:6]([n:7]([CH:11]3[CH2:12][CH2:13][N:14]([C:17]([O:18][C:19]([CH3:20])([CH3:21])[CH3:22])=[O:23])[CH2:15][CH2:16]3)[c:8](=[O:10])[nH:9]2)[cH:24]1.[F:27][c:28]1[c:29]([CH3:30])[cH:31][c:32]2[n:33]([CH:34]3[CH2:35][CH2:36][NH:37][CH2:38][CH2:39]3)[c:40](=[O:41])[nH:42][c:43]2[cH:44]1>>[CH3:1][c:2]1[c:3]([O:25][CH3:26])[cH:4][c:5]2[c:6]([n:7]([CH:11]3[CH2:12][CH2:13][NH:14][CH2:15][CH2:16]3)[c:8](=[O:10])[nH:9]2)[cH:24]1.